From a dataset of the Open Reaction Database (ORD), a public repository of structured organic reaction records. describe an organic reaction: reactants, conditions, products, and yield Starting materials: C(C)OC(=O)C1(CC2=CC=CC=C2C1)NC(C1=C(C=CC=C1C)Cl)=O (2-(2-chloro-6-methyl-benzoylamino)-indane-2-carboxylic acid ethyl ester), [Li+].[OH-] (LiOH), CO (MeOH), O (water). Run in CC(C)O.C(Cl)Cl (i-PrOH DCM). Run at time 16 hour. Product: ClC1=C(C(=O)NC2(CC3=CC=CC=C3C2)C(=O)O)C(=CC=C1)C (2-[(2-Chloro-6-methyl-benzoyl)-amino]-indane-2-carboxylic acid). Isolated yield 119.2%. Reaction SMILES: C([O:3][C:4]([C:6]1([NH:15][C:16](=[O:25])[C:17]2[C:22]([CH3:23])=[CH:21][CH:20]=[CH:19][C:18]=2[Cl:24])[CH2:14][C:13]2[C:8](=[CH:9][CH:10]=[CH:11][CH:12]=2)[CH2:7]1)=[O:5])C.CO.O.[Li+].[OH-]>CC(O)C.C(Cl)Cl>[Cl:24][C:18]1[CH:19]=[CH:20][CH:21]=[C:22]([CH3:23])[C:17]=1[C:16]([NH:15][C:6]1([C:4]([OH:5])=[O:3])[CH2:14][C:13]2[C:8](=[CH:9][CH:10]=[CH:11][CH:12]=2)[CH2:7]1)=[O:25] |f:3.4,5.6|. Procedure details: A 100 mL round bottom flask containing the 2-(2-chloro-6-methyl-benzoylamino)-indane-2-carboxylic acid ethyl ester (0.255 g, 0.712 mmol) is charged with MeOH (15 mL) and a stirring bar is added. Stirring is initiated. After dissolution, water (5 mL) is added and starting material begins to precipitate out. Tetrahydrofuran is added to re-solubilize the starting material. LiOH (90 mg, 2.14 mmol) is added. After 16 h, tlc analysis (silica, 5% i-PrOH/DCM) indicates that the starting material is comp... Starting materials: CC(=O)O, COc1cc(C)c(O)cc1N1CCOC1=O, [Na+], [OH-], O. Product: COc1cc(C)c(O)cc1NCCO. Reaction SMILES: [CH3:20][C:21](=[O:22])[OH:23].[CH3:3][O:4][c:5]1[c:6]([N:13]2[C:14](=[O:18])[O:15][CH2:16][CH2:17]2)[cH:7][c:8]([OH:12])[c:9]([CH3:11])[cH:10]1.[Na+:2].[OH-:1].[OH2:19]>>[CH3:3][O:4][c:5]1[c:6]([NH:13][CH2:17][CH2:16][OH:15])[cH:7][c:8]([OH:12])[c:9]([CH3:11])[cH:10]1. Starting materials: Cl.ClC1=CC=C(N=N1)N1N=CC=2CNCCC21 (1-(6-chloropyridazin-3-yl)-4,5,6,7-tetrahydro-1H-pyrazolo[4,3-c]pyridine hydrochloride), ClCC(=O)N1CCN(CC1)C1CCC1 (1-(chloroacetyl)-4-cyclobutylpiperazine), C(=O)([O-])[O-].[K+].[K+] (K2CO3). The solvent is CC#N (CH3CN). Run at time 8 hour. Yields the product ClC1=CC=C(N=N1)N1N=CC=2CN(CCC21)CC(=O)N2CCN(CC2)C2CCC2 (1-(6-chloropyridazin-3-yl)-5-[2-(4-cyclobutylpiperazin-1-yl)-2-oxoethyl]-4,5,6,7-tetrahydro-1H-pyrazolo[4,3-c]pyridine). RXN SMILES: Cl.[Cl:2][C:3]1[N:8]=[N:7][C:6]([N:9]2[C:17]3[CH2:16][CH2:15][NH:14][CH2:13][C:12]=3[CH:11]=[N:10]2)=[CH:5][CH:4]=1.Cl[CH2:19][C:20]([N:22]1[CH2:27][CH2:26][N:25]([CH:28]2[CH2:31][CH2:30][CH2:29]2)[CH2:24][CH2:23]1)=[O:21].C([O-])([O-])=O.[K+].[K+]>CC#N>[Cl:2][C:3]1[N:8]=[N:7][C:6]([N:9]2[C:17]3[CH2:16][CH2:15][N:14]([CH2:19][C:20]([N:22]4[CH2:27][CH2:26][N:25]([CH:28]5[CH2:31][CH2:30][CH2:29]5)[CH2:24][CH2:23]4)=[O:21])[CH2:13][C:12]=3[CH:11]=[N:10]2)=[CH:5][CH:4]=1 |f:0.1,3.4.5|. Procedure details: A mixture of 1-(6-chloropyridazin-3-yl)-4,5,6,7-tetrahydro-1H-pyrazolo[4,3-c]pyridine hydrochloride (1.05 g, 3.86 mmol), 1-(chloroacetyl)-4-cyclobutylpiperazine (840 mg, 3.86 mmol), K2CO3 (2.11 g, 15.4 mmol) and KI (66 mg, 0.4 mmol) in CH3CN (20 mL) is stirred at rt overnight. The solvent is removed in vacuo and the residue is partitioned between water (20 mL) and EtOAc (20 mL). The layers are separated and the aqueous layer is extracted with EtOAc (3×20 mL). The combined extracts are washed wit... The reactants are COC(=O)c1ccc(C(=O)Nc2cc3c4c(c2)CCCC4(C)CCC3)s1, CCO, Cl, [Na+], [OH-]. Product: CC12CCCc3cc(NC(=O)c4ccc(C(=O)O)s4)cc(c31)CCC2. Reaction SMILES: [CH3:1][C:2]12[CH2:3][CH2:4][CH2:5][c:6]3[cH:7][c:8]([NH:15][C:16](=[O:17])[c:18]4[cH:19][cH:20][c:21]([C:23](=[O:24])[O:25][CH3:26])[s:22]4)[cH:9][c:10]([c:14]31)[CH2:11][CH2:12][CH2:13]2.[CH3:30][CH2:31][OH:32].[ClH:29].[Na+:28].[OH-:27]>>[CH3:1][C:2]12[CH2:3][CH2:4][CH2:5][c:6]3[cH:7][c:8]([NH:15][C:16](=[O:17])[c:18]4[cH:19][cH:20][c:21]([C:23](=[O:24])[OH:25])[s:22]4)[cH:9][c:10]([c:14]31)[CH2:11][CH2:12][CH2:13]2. Reactants: BrCC1COc2ccccc2O1, CCN(C(C)C)C(C)C, CCOC(=O)C1CCCNC1, CN(C)C=O, O. The product is CCOC(=O)C1CCCN(CC2COc3ccccc3O2)C1. Reaction SMILES: [Br:1][CH2:2][CH:3]1[CH2:4][O:5][c:6]2[c:7]([cH:9][cH:10][cH:11][cH:12]2)[O:8]1.[CH:24]([N:25]([CH2:26][CH3:27])[CH:28]([CH3:29])[CH3:30])([CH3:31])[CH3:32].[NH:13]1[CH2:14][CH:15]([C:16](=[O:17])[O:18][CH2:19][CH3:20])[CH2:21][CH2:22][CH2:23]1.[O:34]=[CH:35][N:36]([CH3:37])[CH3:38].[OH2:33]>>[CH2:2]([CH:3]1[CH2:4][O:5][c:6]2[c:7]([cH:9][cH:10][cH:11][cH:12]2)[O:8]1)[N:13]1[CH2:14][CH:15]([C:16](=[O:17])[O:18][CH2:19][CH3:20])[CH2:21][CH2:22][CH2:23]1. Reactants: BrC=1C=C(C(=O)NCC=2C=NC(=CC2)C)C=C(C1)N1[C@H](CCC1)CO ((R)-3-bromo-5-(2-(hydroxymethyl)pyrrolidin-1-yl)-N-((6-methylpyridin-3-yl)methyl)benzamide), B(C=1C=CC(=CC1)C)(O)O (p-tolylboronic acid), C1(=CC=CC=C1)C (Toluene), C([O-])([O-])=O.[Cs+].[Cs+] (cesium carbonate), O (Water). The reagents and catalysts are C=1C=CC(=CC1)[P](C=2C=CC=CC2)(C=3C=CC=CC3)[Pd]([P](C=4C=CC=CC4)(C=5C=CC=CC5)C=6C=CC=CC6)([P](C=7C=CC=CC7)(C=8C=CC=CC8)C=9C=CC=CC9)[P](C=1C=CC=CC1)(C=1C=CC=CC1)C=1C=CC=CC1 (Tetrakis(triphenylphosphine)palladium(0)). The product is CC1=CC=C(C=N1)CNC(=O)C=1C=C(C=C(C1)N1[C@H](CCC1)CO)C1=CC=C(C=C1)C (5-((R)-2-Hydroxymethyl-pyrrolidin-1-yl)-4′-methyl-biphenyl-3-carboxylic acid (6-methyl-pyridin-3-ylmethyl)-amide). RXN SMILES: Br[C:2]1[CH:3]=[C:4]([CH:16]=[C:17]([N:19]2[CH2:23][CH2:22][CH2:21][C@@H:20]2[CH2:24][OH:25])[CH:18]=1)[C:5]([NH:7][CH2:8][C:9]1[CH:10]=[N:11][C:12]([CH3:15])=[CH:13][CH:14]=1)=[O:6].B(O)(O)[C:27]1[CH:28]=[CH:29][C:30]([CH3:33])=[CH:31][CH:32]=1.C1(C)C=CC=CC=1.C(=O)([O-])[O-].[Cs+].[Cs+].O>C1C=CC([P]([Pd]([P](C2C=CC=CC=2)(C2C=CC=CC=2)C2C=CC=CC=2)([P](C2C=CC=CC=2)(C2C=CC=CC=2)C2C=CC=CC=2)[P](C2C=CC=CC=2)(C2C=CC=CC=2)C2C=CC=CC=2)(C2C=CC=CC=2)C2C=CC=CC=2)=CC=1>[CH3:15][C:12]1[N:11]=[CH:10][C:9]([CH2:8][NH:7][C:5]([C:4]2[CH:3]=[C:2]([C:27]3[CH:32]=[CH:31][C:30]([CH3:33])=[CH:29][CH:28]=3)[CH:18]=[C:17]([N:19]3[CH2:23][CH2:22][CH2:21][C@@H:20]3[CH2:24][OH:25])[CH:16]=2)=[O:6])=[CH:14][CH:13]=1 |f:3.4.5,^1:53,55,74,93|. Reported procedure: To a mixture of (R)-3-bromo-5-(2-(hydroxymethyl)pyrrolidin-1-yl)-N-((6-methylpyridin-3-yl)methyl)benzamide (45 mg, 0.11 mmol), p-tolylboronic acid (16 mg, 0.12 mmol), Toluene (3 mL, 30 mmol), cesium carbonate (4.0E1 mg, 0.12 mmol), and Water (0.2 mL, 8 mmol) under argon was added Tetrakis(triphenylphosphine)palladium(0) (6.4 mg, 0.0055 mmol). The mixture was heated under reflux for 5 h. After cooling, the mixture was filtered through Celite and the filter cake was washed with EtOAc. The filtrate...